Dataset: the Open Reaction Database (ORD), a public repository of structured organic reaction records. Task: describe an organic reaction: reactants, conditions, products, and yield Reactants: ClC1=NC=C(C=C1)CCl (2-chloro-5-chloromethyl pyridine), O (water), C(#N)C=1C(NC=CC1)=O (3-cyano-2-pyridone), [H-].[Na+] (sodium hydride). The solvent is C(C)#N (acetonitrile), CN(C=O)C (N,N-dimethylformamide). Reaction conditions: time 20 minute. Product: ClC1=NC=CC=C1N1C(C(=CC=C1)C#N)=O (1-(2'-chloropyridin-3-yl)-3-cyano-2-pyridone). Yield: 81.3%. RXN SMILES: [C:1]([C:3]1[C:4](=[O:9])[NH:5][CH:6]=[CH:7][CH:8]=1)#[N:2].[H-].[Na+].[Cl:12][C:13]1[CH:18]=[CH:17][C:16](CCl)=[CH:15][N:14]=1.O>CN(C)C=O.C(#N)C>[Cl:12][C:13]1[C:18]([N:5]2[CH:6]=[CH:7][CH:8]=[C:3]([C:1]#[N:2])[C:4]2=[O:9])=[CH:17][CH:16]=[CH:15][N:14]=1 |f:1.2|. Procedure: 2.0 g (0.017 mol) of 3-cyano-2-pyridone (Brana, Rodriguez, J. Heterocycl. Chem., 1297 (1982)) are dissolved in 30 ml of absolute N,N-dimethylformamide, and 0.56 g (0.019 mol) of sodium hydride (80% suspension) are added at 0° C. After the mixture has been stirred for 20 minutes, a solution of 2.75 g (0.017 mol) of 2-chloro-5-chloromethyl pyridine in 10 ml of absolute acetonitrile is added dropwise, and the mixture is stirred for 3 hours at room temperature. The reaction mixture is then poured in...